This data is from the Open Reaction Database (ORD), a public repository of structured organic reaction records. The task is: describe an organic reaction: reactants, conditions, products, and yield Procedure details: A solution of EXAMPLE 290C (0.298 g) and HCl (4.0M in dioxane, 2 mL) were stirred for 1 hour. The reaction was concentrated and partioned between dichloromethane (100 mL) and NaHCO3 (100 mL). The organic layer was washed with brine (50 mL), dried over magnesium sulfate, filtered and concentrated to provide the title compound. The reactants are ClC1=CC=C(C=C1)C1=C(CCC(C1)(C)C)CN1C(CN(CC1)C(=O)OC(C)(C)C)C (tert-butyl 4-((2-(4-chlorophenyl)-4,4-dimethylcyclohex-1-enyl)methyl)-3-methylpiperazine-1-carboxylate), Cl (HCl). RXN SMILES: [Cl:1][C:2]1[CH:7]=[CH:6][C:5]([C:8]2[CH2:13][C:12]([CH3:15])([CH3:14])[CH2:11][CH2:10][C:9]=2[CH2:16][N:17]2[CH2:22][CH2:21][N:20](C(OC(C)(C)C)=O)[CH2:19][CH:18]2[CH3:30])=[CH:4][CH:3]=1.Cl>>[Cl:1][C:2]1[CH:7]=[CH:6][C:5]([C:8]2[CH2:13][C:12]([CH3:14])([CH3:15])[CH2:11][CH2:10][C:9]=2[CH2:16][N:17]2[CH2:22][CH2:21][NH:20][CH2:19][CH:18]2[CH3:30])=[CH:4][CH:3]=1. Yields the product ClC1=CC=C(C=C1)C1=C(CCC(C1)(C)C)CN1C(CNCC1)C (1-((2-(4-chlorophenyl)-4,4-dimethylcyclohex-1-enyl)methyl)-2-methylpiperazine). Reactants: OC1=C2N=CC=NC2=C(C=C1)O (5,8-dihydroxyquinoxaline). The reagents and catalysts are [Ag]=O (silver oxide). Run in O1CCOCC1 (p-dioxane). Yields the product N1=CC=NC=2C(C=CC(C12)=O)=O (5,8-Quinoxalinedione). RXN SMILES: [OH:1][C:2]1[CH:11]=[CH:10][C:9]([OH:12])=[C:8]2[C:3]=1[N:4]=[CH:5][CH:6]=[N:7]2>O1CCOCC1.[Ag]=O>[N:4]1[C:3]2[C:2](=[O:1])[CH:11]=[CH:10][C:9](=[O:12])[C:8]=2[N:7]=[CH:6][CH:5]=1. Procedure details: A 9.2 g portion of 5,8-dihydroxyquinoxaline in 300 ml of p-dioxane was heated at reflux with 16.2 g of silver oxide for 6 hours. The mixture was cooled, then filtered and the filtrate concentrated in vacuo. The residue was slurried with 75 ml of acetone, cooled and the solid collected, washed with acetone and dried, giving 8.0 g of the desired product, mp 172°-173° C. Product: C(C)(=O)C=1C=C2C(=CC(=NC2=C(C1O)CCC)C(=O)OC)SC1=CC=CC=C1 (Methyl 6-acetyl-7-hydroxy-4-phenylthio-8-propyl-quinoline-2-carboxylate). Reaction conditions: time 6 hour. The solvent is CO (methanol). Starting materials: C1=CC=C(C=C1)S (Phenylthiol), C(C)(=O)C=1C=C2C(=CC(=NC2=C(C1O)CCC)C(=O)OC)Cl (methyl 6-acetyl-4-chloro-7-hydroxy-8-propyl-quinoline-2-carboxylate). Reported procedure: Phenylthiol (1.87 g) was added to a stirred boiling solution of methyl 6-acetyl-4-chloro-7-hydroxy-8-propyl-quinoline-2-carboxylate (4.97 g) in dry methanol (600 ml) and the solution was boiled for 6 hours. The resulting suspension was cooled and the sub-title compound (2.2 g) filtered off and recrystallised from methanol as yellow needles m.p. 171°-2° C. As a reaction SMILES: [CH:1]1[CH:6]=[CH:5][C:4]([SH:7])=[CH:3][CH:2]=1.[C:8]([C:11]1[CH:12]=[C:13]2[C:18](=[C:19]([CH2:22][CH2:23][CH3:24])[C:20]=1[OH:21])[N:17]=[C:16]([C:25]([O:27][CH3:28])=[O:26])[CH:15]=[C:14]2Cl)(=[O:10])[CH3:9]>CO>[C:8]([C:11]1[CH:12]=[C:13]2[C:18](=[C:19]([CH2:22][CH2:23][CH3:24])[C:20]=1[OH:21])[N:17]=[C:16]([C:25]([O:27][CH3:28])=[O:26])[CH:15]=[C:14]2[S:7][C:4]1[CH:5]=[CH:6][CH:1]=[CH:2][CH:3]=1)(=[O:10])[CH3:9].